From a dataset of the Open Reaction Database (ORD), a public repository of structured organic reaction records. describe an organic reaction: reactants, conditions, products, and yield The reactants are C=[N+]=[N-], O=C(O)c1ccc2c(=O)c3ccccc3ccc2c1, C1COCCO1. The product is COC(=O)c1ccc2c(=O)c3ccccc3ccc2c1. As a reaction SMILES: [N+:20](=[N-:21])=[CH2:22].[O:1]=[c:2]1[c:3]2[c:4]([cH:5][cH:6][c:7]3[c:8]1[cH:9][cH:10][c:11]([C:13](=[O:14])[OH:15])[cH:12]3)[cH:16][cH:17][cH:18][cH:19]2.[O:23]1[CH2:24][CH2:25][O:26][CH2:27][CH2:28]1>>[O:1]=[c:2]1[c:3]2[c:4]([cH:5][cH:6][c:7]3[c:8]1[cH:9][cH:10][c:11]([C:13](=[O:14])[O:15][CH3:22])[cH:12]3)[cH:16][cH:17][cH:18][cH:19]2. Starting materials: BrCc1ccncc1, C1CCOC1, CCO, CC(C)N. The product is CC(C)NCc1ccncc1. RXN SMILES: [Br:1][CH2:2][c:3]1[cH:4][cH:5][n:6][cH:7][cH:8]1.[CH2:13]1[O:14][CH2:15][CH2:16][CH2:17]1.[CH3:18][CH2:19][OH:20].[CH3:9][CH:10]([CH3:11])[NH2:12]>>[CH2:2]([c:3]1[cH:4][cH:5][n:6][cH:7][cH:8]1)[NH:12][CH:10]([CH3:9])[CH3:11]. Reactants: CCCCc1nc2ccc(N(C(=O)OCC)C3CCCCC3)cc2n1Cc1ccc(-c2ccccc2C(=O)O)c(C(C)(C)C)c1, O=C(O)C(F)(F)F. The product is CCCCc1nc2ccc(N(C(=O)OCC)C3CCCCC3)cc2n1Cc1ccc(-c2ccccc2C(=O)O)cc1. Reaction SMILES: [C:1]([CH3:2])([CH3:3])([CH3:4])[c:5]1[c:6](-[c:37]2[c:38]([C:43](=[O:44])[OH:45])[cH:39][cH:40][cH:41][cH:42]2)[cH:7][cH:8][c:9]([CH2:11][n:12]2[c:13]([CH2:33][CH2:34][CH2:35][CH3:36])[n:14][c:15]3[c:16]2[cH:17][c:18]([N:21]([C:22](=[O:23])[O:24][CH2:25][CH3:26])[CH:27]2[CH2:28][CH2:29][CH2:30][CH2:31][CH2:32]2)[cH:19][cH:20]3)[cH:10]1.[OH:46][C:47]([C:48]([F:49])([F:50])[F:51])=[O:52]>>[cH:5]1[c:6](-[c:37]2[c:38]([C:43](=[O:44])[OH:45])[cH:39][cH:40][cH:41][cH:42]2)[cH:7][cH:8][c:9]([CH2:11][n:12]2[c:13]([CH2:33][CH2:34][CH2:35][CH3:36])[n:14][c:15]3[c:16]2[cH:17][c:18]([N:21]([C:22](=[O:23])[O:24][CH2:25][CH3:26])[CH:27]2[CH2:28][CH2:29][CH2:30][CH2:31][CH2:32]2)[cH:19][cH:20]3)[cH:10]1.